This data is from the Open Reaction Database (ORD), a public repository of structured organic reaction records. The task is: describe an organic reaction: reactants, conditions, products, and yield Starting materials: OOS(=O)[O-].[K+] (Oxone), C1(CCCC1)CC(C1=NC=C(C=C1)SC)C1=CC=C(N1)C1=CC=C(C=N1)C(CO)O (1-[6-(5-{2-cyclopentyl-1-[5-(methylsulfanyl)pyridin-2-yl]ethyl}-1H-pyrrol-2-yl)pyridin-3-yl]ethane-1,2-diol), O1CCCC1 (tetrahydrofuran), O (water). Run in CO (methanol), C(C)(=O)OCC (ethyl acetate). Reaction conditions: time 2 hour. Product: C1(CCCC1)CC(C1=NC=C(C=C1)S(=O)(=O)C)C1=CC=C(N1)C1=CC=C(C=N1)C(CO)O (1-[6-(5-{2-cyclopentyl-1-[5-(methylsulfonyl)pyridin-2-yl]ethyl}-1H-pyrrol-2-yl)pyridin-3-yl]ethane-1,2-diol). The yield is 43.0%. Reaction SMILES: [CH:1]1([CH2:6][CH:7]([C:16]2[NH:20][C:19]([C:21]3[N:26]=[CH:25][C:24]([CH:27]([OH:30])[CH2:28][OH:29])=[CH:23][CH:22]=3)=[CH:18][CH:17]=2)[C:8]2[CH:13]=[CH:12][C:11](SC)=[CH:10][N:9]=2)[CH2:5][CH2:4][CH2:3][CH2:2]1.O1CCC[CH2:32]1.O.O[O:38][S:39]([O-:41])=O.[K+]>C(OCC)(=O)C.CO>[CH:1]1([CH2:6][CH:7]([C:16]2[NH:20][C:19]([C:21]3[N:26]=[CH:25][C:24]([CH:27]([OH:30])[CH2:28][OH:29])=[CH:23][CH:22]=3)=[CH:18][CH:17]=2)[C:8]2[CH:13]=[CH:12][C:11]([S:39]([CH3:32])(=[O:41])=[O:38])=[CH:10][N:9]=2)[CH2:5][CH2:4][CH2:3][CH2:2]1 |f:3.4|. Procedure: To a mixture of 1-[6-(5-{2-cyclopentyl-1-[5-(methylsulfanyl)pyridin-2-yl]ethyl}-1H-pyrrol-2-yl)pyridin-3-yl]ethane-1,2-diol (124 mg), tetrahydrofuran (2 mL), water (2 mL) and methanol (2 mL) was added Oxone (registered trademark) (216 mg), and the mixture was stirred at room temperature for 2 hr. The reaction mixture was diluted with ethyl acetate, and washed with saturated aqueous sodium hydrogen carbonate solution. The ethyl acetate layer was dried (MgSO4) and concentrated. The residue was sub... Starting materials: solution, CNC (dimethylamine), O1CCCC1 (tetrahydrofuran), FC1=C(C(=O)Cl)C=C(C=C1)I (2-fluoro-5-iodobenzoylchloride). Run in ClCCl (dichloromethane). Reaction conditions: time 0.5 hour. Product: FC1=C(C(=O)N(C)C)C=C(C=C1)I (2-Fluoro-5-iodo-N,N-dimethylbenzamide). Yield: 98.0%. Reaction SMILES: [CH3:1][NH:2][CH3:3].O1CCCC1.[F:9][C:10]1[CH:18]=[CH:17][C:16]([I:19])=[CH:15][C:11]=1[C:12](Cl)=[O:13]>ClCCl>[F:9][C:10]1[CH:18]=[CH:17][C:16]([I:19])=[CH:15][C:11]=1[C:12]([N:2]([CH3:3])[CH3:1])=[O:13]. Reported procedure: Add a 2.0 M solution of dimethylamine in tetrahydrofuran (5 mL, 10.1 mmol) to a solution of 2-fluoro-5-iodobenzoylchloride (1.3 g, 4.6 mmol) in dichloromethane (20 mL) and stir at room temperature for 0.5 h. Sequentially wash the reaction mixture with a 1 N hydrochloric acid (50 mL), a 1 N sodium hydroxide (50 mL), and an aqueous saturated solution of sodium chloride (50 mL). Dry (sodium sulfate), filter, and concentrate to give the title compound as a white solid (1.3 g, 98%).